From a dataset of the Open Reaction Database (ORD), a public repository of structured organic reaction records. describe an organic reaction: reactants, conditions, products, and yield The reactants are [H-].[Al+3].[Li+].[H-].[H-].[H-] (lithium aluminium hydride), C12OC(C3OC(CC(C1)O3)C2)=O (2,5,11-trioxatricyclo[4,3,1,14,8 ]undecan-3-one), C(C)(=O)OCC (ethyl acetate). Solvent: COCCOC (ethylene glycol dimethyl ether), COCCOC (ethylene glycol dimethyl ether). Run at time 15 minute. Product: OCC1OC2CC(CC(O1)C2)O (3-hydroxymethyl-2,4-dioxabicyclo[3,3,1]nonan-7-ol). RXN SMILES: [CH:1]12[CH2:11][CH:6]3[CH2:7][CH:8]([O:10][CH:4]([O:5]3)[C:3](=[O:12])[O:2]1)[CH2:9]2.[H-].[Al+3].[Li+].[H-].[H-].[H-].C(OCC)(=O)C>COCCOC>[OH:12][CH2:3][CH:4]1[O:10][CH:8]2[CH2:7][CH:6]([CH2:11][CH:1]([OH:2])[CH2:9]2)[O:5]1 |f:1.2.3.4.5.6|. Reported procedure: A solution of 8.50 g (0.05 mols) of 2,5,11-trioxatricyclo[4,3,1,14,8 ]undecan-3-one of the formula Ia in 90 ml of ethylene glycol dimethyl ether is added dropwise within 15 minutes, while stirring and cooling with ice, to a suspension of 2.0 g (0.05 mols) of lithium aluminium hydride in 60 ml of ethylene glycol dimethyl ether. The reaction mixture is boiled for 15 minutes under reflux, cooled to room temperature and carefully treated with 10 ml of ethyl acetate to destroy excess lithium aluminiu...